Dataset: the Open Reaction Database (ORD), a public repository of structured organic reaction records. Task: describe an organic reaction: reactants, conditions, products, and yield The reactants are ClC1=C(C=C(C=C1)CCOC)CO ([2-chloro-5-(2-methoxyethyl)phenyl]methanol), CC(=O)OI1(C=2C=CC=CC2C(=O)O1)(OC(=O)C)OC(=O)C (Dess-Martin periodinane). Run in C(Cl)Cl (CH2Cl2). Run at time 2 hour. Product: ClC1=C(C=O)C=C(C=C1)CCOC (2-Chloro-5-(2-methoxyethyl)benzaldehyde). As a reaction SMILES: [Cl:1][C:2]1[CH:7]=[CH:6][C:5]([CH2:8][CH2:9][O:10][CH3:11])=[CH:4][C:3]=1[CH2:12][OH:13].CC(OI1(OC(C)=O)(OC(C)=O)OC(=O)C2C=CC=CC1=2)=O>C(Cl)Cl>[Cl:1][C:2]1[CH:7]=[CH:6][C:5]([CH2:8][CH2:9][O:10][CH3:11])=[CH:4][C:3]=1[CH:12]=[O:13]. Reported procedure: To a solution of [2-chloro-5-(2-methoxyethyl)phenyl]methanol from the previous step (I eq.) in CH2Cl2 (0.4 M) was added Dess-Martin periodinane (1.2 eq.) portionwise. The resulting suspension was stirred at RT for 2 h. The reaction was quenched with sat. aq. NaHCO3 and sat. aq. NaHSO3. The biphasic mixture was allowed to stir at RT for 20 min before it was extracted with CH2Cl2. The combined organic extracts were washed with brine, dried over MgSO4 and filtered. Concentration of the filtrate in ... Reactants: C(CCCCCCCCCCCCCCC)NC1=CC=C(CCC#N)C=C1 (4-hexadecylaminohydrocinnamonitrile), Cl (hydrogen chloride), CCOCC (ether), CCOCC (ether), stannous chloride. Reaction conditions: time 1 hour. Yields the product C(CCCCCCCCCCCCCCC)NC1=CC=C(C=CC=O)C=C1 (4-(hexadecylamino)cinnamaldehyde). As a reaction SMILES: [CH2:1]([NH:17][C:18]1[CH:27]=[CH:26][C:21]([CH2:22][CH2:23][C:24]#N)=[CH:20][CH:19]=1)[CH2:2][CH2:3][CH2:4][CH2:5][CH2:6][CH2:7][CH2:8][CH2:9][CH2:10][CH2:11][CH2:12][CH2:13][CH2:14][CH2:15][CH3:16].Cl.CC[O:31]CC>>[CH2:1]([NH:17][C:18]1[CH:27]=[CH:26][C:21]([CH:22]=[CH:23][CH:24]=[O:31])=[CH:20][CH:19]=1)[CH2:2][CH2:3][CH2:4][CH2:5][CH2:6][CH2:7][CH2:8][CH2:9][CH2:10][CH2:11][CH2:12][CH2:13][CH2:14][CH2:15][CH3:16]. Procedure: A solution of 10.0 g. of 4-hexadecylaminohydrocinnamonitrile in 100 ml. of dry ether is added rapidly to a mixture of 10.2 g. of anhydrous stannous chloride and 80 ml. of ether which has been saturated with dry hydrogen chloride for 2 hours. Dry hydrogen chloride is again bubbled through the reaction mixture which is stirred for 1 hour and allowed to stand for 20 hours. The ethereal solution is decanted from the semi-solid product which is washed again with ether and then treated with water and ... The reactants are Cl (HCl), NN (hydrazine), C(C)(=O)C1=CC=C(N=N1)N(C(OC(C)(C)C)=O)CC1(CCC1)C1=NC=CC=C1F (t-Butyl 6-acetylpyridazin-3-yl((1-(3-fluoropyridin-2-yl)cyclobutyl)methyl)carbamate), CC[O-].[Na+] (NaOEt), C(C(=O)OCC)(=O)OCC (diethyl oxalate). The solvent is C1CCOC1 (THF). Reaction conditions: temperature 45 celsius, time 4 hour. The product is C(C)(C)(C)OC(=O)N(C1=CC=C(N=N1)C1=CC(=NN1)C(=O)OCC)CC1(CCC1)C1=NC=CC=C1F (Ethyl 5-(6-(tert-butoxycarbonyl((1-(3-fluoropyridin-2-yl)cyclobutyl)methyl)amino)pyridazin-3-yl)-1H-pyrazole-3-carboxylate). The yield is 9.3%. Reaction SMILES: [C:1]([C:4]1[N:9]=[N:8][C:7]([N:10]([CH2:18][C:19]2([C:23]3[C:28]([F:29])=[CH:27][CH:26]=[CH:25][N:24]=3)[CH2:22][CH2:21][CH2:20]2)[C:11](=[O:17])[O:12][C:13]([CH3:16])([CH3:15])[CH3:14])=[CH:6][CH:5]=1)(=O)[CH3:2].CC[O-].[Na+].[C:34](OCC)(=O)[C:35]([O:37][CH2:38][CH3:39])=[O:36].Cl.[NH2:45][NH2:46]>C1COCC1>[C:13]([O:12][C:11]([N:10]([CH2:18][C:19]1([C:23]2[C:28]([F:29])=[CH:27][CH:26]=[CH:25][N:24]=2)[CH2:22][CH2:21][CH2:20]1)[C:7]1[N:8]=[N:9][C:4]([C:1]2[NH:46][N:45]=[C:34]([C:35]([O:37][CH2:38][CH3:39])=[O:36])[CH:2]=2)=[CH:5][CH:6]=1)=[O:17])([CH3:15])([CH3:16])[CH3:14] |f:1.2|. Reported procedure: t-Butyl 6-acetylpyridazin-3-yl((1-(3-fluoropyridin-2-yl)cyclobutyl)methyl)carbamate (2.5 g, 6.2 mmol) in THF (150 mL) was treated with NaOEt (3.44 g, 10.6 mmol, 21% in EtOH). The resulting mixture was then treated with diethyl oxalate (1.7 mL, 12.5 mmol), heated to 45° C., and stirred for 4 h. The reaction mixture was added to 1N HCl, extracted with EtOAc, and washed with satd. aq. NaHCO3 and brine. The organic layer was dried over sodium sulfate, filtered, and concentrated. A portion of the res...